Task: describe an organic reaction: reactants, conditions, products, and yield. Dataset: the Open Reaction Database (ORD), a public repository of structured organic reaction records Starting materials: Cl (HCl), FC1=C(C(=O)Cl)C=CC(=C1)C=O (2-fluoro-4-formylbenzoyl chloride), C(C)N(C(C)C)C(C)C (N-ethyl-N-isopropylpropan-2-amine), C(C1=CC=CC=C1)C1=CC(=C(C=C1)N)I (4-benzyl-2-iodobenzenamine). Solvent: CCOCC (Et2O), C1CCOC1 (THF). Reaction conditions: time 30 minute. Product: C(C1=CC=CC=C1)C1=CC(=C(C=C1)NC(C1=C(C=C(C=C1)C=O)F)=O)I (N-(4-benzyl-2-iodophenyl)-2-fluoro-4-formylbenzamide). Reaction SMILES: [F:1][C:2]1[CH:10]=[C:9]([CH:11]=[O:12])[CH:8]=[CH:7][C:3]=1[C:4](Cl)=[O:5].C(N(C(C)C)C(C)C)C.[CH2:22]([C:29]1[CH:34]=[CH:33][C:32]([NH2:35])=[C:31]([I:36])[CH:30]=1)[C:23]1[CH:28]=[CH:27][CH:26]=[CH:25][CH:24]=1.Cl>C1COCC1.CCOCC>[CH2:22]([C:29]1[CH:34]=[CH:33][C:32]([NH:35][C:4](=[O:5])[C:3]2[CH:7]=[CH:8][C:9]([CH:11]=[O:12])=[CH:10][C:2]=2[F:1])=[C:31]([I:36])[CH:30]=1)[C:23]1[CH:24]=[CH:25][CH:26]=[CH:27][CH:28]=1. Procedure details: To a slurry of 2-fluoro-4-formylbenzoyl chloride (1.5 mmol) in 5 mL THF was added N-ethyl-N-isopropylpropan-2-amine (0.39 mL, 2.2 mmol) and 4-benzyl-2-iodobenzenamine (0.41 g, 1.3 mmol). After 30 min, the reaction was treated with 1N HCl and Et2O. The organic layer was washed 1×1N HCl, 2×sat'd aq. NaHCO3, and 1× brine. The org. layer was dried over MgSO4, filtered, and concentrated in vacuo. The resulting material was purified by ISCO, 40 g, 0-20% EtOAc/hexanes to give N-(4-benzyl-2-iodophenyl)-... The solvent is CCO (EtOH), C(Cl)Cl (DCM). Yields the product COC1=CC=C(C=C1)C(C2=CC=CC=C2)(C3=CC=C(C=C3)OC)OC[C@H](CO)O[C@H](COC(=O)C4=CC=CC=C4)N5C=CC(=O)NC5=O (2′-O-Benzoyl-5′-O-(4,4′-dimethoxytrityl)-2′,3′-secouridine). Starting materials: COC1=CC=C(C=C1)C(C2=CC=CC=C2)(C3=CC=C(C=C3)OC)OC[C@H](CO)O[C@H](CO)N4C=CC(=O)NC4=O (5′-O-(4,4′-Dimethoxytrityl)-2′,3′-secouridine), C(C1=CC=CC=C1)(=O)Cl (Benzoyl chloride), C1(=CC=CC=C1)C (toluene), N1[C@@H](CCC1=O)C(=O)O (Pyr). Run at temperature -70 celsius, time 1 hour. Procedure: Nucleoside 102-U (3.01 g, 5.50 mmol) was coevaporated with an. toluene (15 mL). The resulting residue was dissolved in an. DCM (150 mL) along with an. Pyr. (4.4 mL) and the mixture was cooled to −70° C. Benzoyl chloride (700 μL, 6 mmol) was slowly added to the reaction mixture and stirred for 1 h at −70° C. EtOH (5 mL) was added to the solution and subsequently allowed to reach rt. The reaction mixture was washed with sat. aq. NaHCO3 (3×100 mL) and brine (100 mL). The combined aqueous phase was ... As a reaction SMILES: [CH3:1][O:2][C:3]1[CH:8]=[CH:7][C:6]([C:9]([O:24][CH2:25][C@@H:26]([O:29][C@@H:30]([N:33]2[C:39](=[O:40])[NH:38][C:36](=[O:37])[CH:35]=[CH:34]2)[CH2:31][OH:32])[CH2:27][OH:28])([C:16]2[CH:21]=[CH:20][C:19]([O:22][CH3:23])=[CH:18][CH:17]=2)[C:10]2[CH:15]=[CH:14][CH:13]=[CH:12][CH:11]=2)=[CH:5][CH:4]=1.C1(C)C=CC=CC=1.N1C(=O)CC[C@H]1C(O)=O.[C:57](Cl)(=[O:64])[C:58]1[CH:63]=[CH:62][CH:61]=[CH:60][CH:59]=1>CCO.C(Cl)Cl>[CH3:23][O:22][C:19]1[CH:18]=[CH:17][C:16]([C:9]([O:24][CH2:25][C@@H:26]([O:29][C@@H:30]([N:33]2[C:39](=[O:40])[NH:38][C:36](=[O:37])[CH:35]=[CH:34]2)[CH2:31][O:32][C:57]([C:58]2[CH:63]=[CH:62][CH:61]=[CH:60][CH:59]=2)=[O:64])[CH2:27][OH:28])([C:6]2[CH:7]=[CH:8][C:3]([O:2][CH3:1])=[CH:4][CH:5]=2)[C:10]2[CH:11]=[CH:12][CH:13]=[CH:14][CH:15]=2)=[CH:21][CH:20]=1. Starting materials: C[C@@H]1CC[C@H](CC1)NC(C=CC1=CC(=C(C=C1)OCCN(CCCCC)CCCCC)OC)=O (N-(trans-4-methylcyclohexyl)-4-(2-dipentylaminoethoxy)-3-methoxycinnamamide). Reagents/catalysts: [C].[Pd] (palladium-carbon). Run in CO (methanol). The product is C[C@@H]1CC[C@H](CC1)NC(CCC1=CC(=C(C=C1)OCCN(CCCCC)CCCCC)OC)=O (N-(trans-4-methylcyclohexyl)-3-[4-(2-dipentylaminoethoxy)-3-methoxyphenyl]propionamide). The yield is 59.7%. As a reaction SMILES: [CH3:1][C@H:2]1[CH2:7][CH2:6][C@H:5]([NH:8][C:9](=[O:34])[CH:10]=[CH:11][C:12]2[CH:17]=[CH:16][C:15]([O:18][CH2:19][CH2:20][N:21]([CH2:27][CH2:28][CH2:29][CH2:30][CH3:31])[CH2:22][CH2:23][CH2:24][CH2:25][CH3:26])=[C:14]([O:32][CH3:33])[CH:13]=2)[CH2:4][CH2:3]1>[C].[Pd].CO>[CH3:1][C@H:2]1[CH2:3][CH2:4][C@H:5]([NH:8][C:9](=[O:34])[CH2:10][CH2:11][C:12]2[CH:17]=[CH:16][C:15]([O:18][CH2:19][CH2:20][N:21]([CH2:27][CH2:28][CH2:29][CH2:30][CH3:31])[CH2:22][CH2:23][CH2:24][CH2:25][CH3:26])=[C:14]([O:32][CH3:33])[CH:13]=2)[CH2:6][CH2:7]1 |f:1.2|. Reported procedure: Using 0.2 g of N-(trans-4-methylcyclohexyl)-4-(2-dipentylaminoethoxy)-3-methoxycinnamamide (Example 159), 0.01 g of 10% palladium-carbon, and 35 ml of methanol, a reaction similar to that conducted in Example 147 was carried out. As a result, 0.12 g of N-(trans-4-methylcyclohexyl)-3-[4-(2-dipentylaminoethoxy)-3-methoxyphenyl]propionamide (a compound of the present invention) was obtained was white crystal, which had the following physiochemical properties: Reactants: NCC1=C(N=C2N1C1CC(C3=C2C=C(C(=C3)F)Br)C1)C(=O)N (3-(aminomethyl)-10-bromo-9-fluoro-6,7-dihydro-5H-5,7-methanobenzo[c]imidazo[1,2-a]azepine-2-carboxamide), FC1(C(C1)C(=O)O)F (2,2-difluorocyclopropanecarboxylic acid). Product: BrC=1C(=CC2=C(C=3N(C4CC2C4)C(=C(N3)C(=O)N)CNC(=O)C3C(C3)(F)F)C1)F (10-bromo-3-((2,2-difluorocyclopropanecarboxamido)methyl)-9-fluoro-6,7-dihydro-5H-5,7-methanobenzo[c]imidazo[1,2-a]azepine-2-carboxamide). Reaction SMILES: [NH2:1][CH2:2][C:3]1[N:7]2[CH:8]3[CH2:19][CH:10]([C:11]4[CH:16]=[C:15]([F:17])[C:14]([Br:18])=[CH:13][C:12]=4[C:6]2=[N:5][C:4]=1[C:20]([NH2:22])=[O:21])[CH2:9]3.[F:23][C:24]1([F:30])[CH2:26][CH:25]1[C:27](O)=[O:28]>>[Br:18][C:14]1[C:15]([F:17])=[CH:16][C:11]2[CH:10]3[CH2:9][CH:8]([CH2:19]3)[N:7]3[C:3]([CH2:2][NH:1][C:27]([CH:25]4[CH2:26][C:24]4([F:30])[F:23])=[O:28])=[C:4]([C:20]([NH2:22])=[O:21])[N:5]=[C:6]3[C:12]=2[CH:13]=1. Reported procedure: 3-(aminomethyl)-10-bromo-9-fluoro-6,7-dihydro-5H-5,7-methanobenzo[c]imidazo[1,2-a]azepine-2-carboxamide was reacted with 2,2-difluorocyclopropanecarboxylic acid similarly to as described in example 2 with non-critical modifications to afford crude 10-bromo-3-((2,2-difluorocyclopropanecarboxamido)methyl)-9-fluoro-6,7-dihydro-5H-5,7-methanobenzo[c]imidazo[1,2-a]azepine-2-carboxamide which was reacted directly with 2-methyl-3-butyne-ol via General Procedure F to afford 14 mg (33%) of 3-[[(2,2-diflu... The reactants are C(=O)(N1C=NC=C1)N1C=NC=C1 (1,1'-carbonyldiimidazole), C(=O)(OC(C)(C)C)NCC(=O)O (BOC-glycine), CN(C=O)C (N,N-dimethylformamide), CN1CC=2N(C3=C(C1=O)C=CC=C3)C=NC2C(N)=NO (5-methyl-6-oxo-5,6-dihydro-4H-imidazo[1,5-a][1,4]benzodiazepine-3-carboxamidoxime). Reaction conditions: time 20 minute. Yields the product C(=O)(OC(C)(C)C)C1=NC(N(O1)CN)C=1N=CN2C1CN(C(C1=C2C=CC=C1)=O)C (3-(5-BOC-aminomethyl-1,2,4-oxadiazol-3-yl)-5-methyl-5,6-dihydro-4H-imidazo[1,5-a][1,4]benzodiazepin-6-one). The yield is 87.0%. As a reaction SMILES: [C:1](NCC(O)=O)([O:3][C:4]([CH3:7])([CH3:6])[CH3:5])=[O:2].[C:13](N1C=CN=C1)([N:15]1C=CN=C1)=O.[CH3:25][N:26]1[C:32](=[O:33])[C:31]2[CH:34]=[CH:35][CH:36]=[CH:37][C:30]=2[N:29]2[CH:38]=[N:39][C:40]([C:41](=[N:43][OH:44])[NH2:42])=[C:28]2[CH2:27]1.[CH3:45]N(C)C=O>>[C:1]([C:45]1[O:44][N:43]([CH2:13][NH2:15])[CH:41]([C:40]2[N:39]=[CH:38][N:29]3[C:30]4[CH:37]=[CH:36][CH:35]=[CH:34][C:31]=4[C:32](=[O:33])[N:26]([CH3:25])[CH2:27][C:28]=23)[N:42]=1)([O:3][C:4]([CH3:5])([CH3:6])[CH3:7])=[O:2]. Reported procedure: 10.5 g (60 mmol) of BOC-glycine were dissolved in 50 ml of N,N-dimethylformamide, treated portionwise with 9.73 g (60 mmol) of 1,1'-carbonyldiimidazole and stirred at 55° for 20 minutes. After adding 15.5 g (57.1 mmol) of 5-methyl-6-oxo-5,6-dihydro-4H-imidazo[1,5-a][1,4]benzodiazepine-3-carboxamidoxime the mixture was stirred at 90° overnight. The reaction mixture was concentrated, the residue was dissolved in methylene chloride and the solution was washed three times with water. After drying th... Starting materials: Fc1cc(Cl)cc(Br)c1, C1CCOC1, CON(C)C(=O)C1CCCN(C(=O)OC(C)(C)C)C1, [Mg]. The product is CC(C)(C)OC(=O)N1CCCC(C(=O)c2cc(F)cc(Cl)c2)C1. As a reaction SMILES: [Br:1][c:2]1[cH:3][c:4]([Cl:9])[cH:5][c:6]([F:8])[cH:7]1.[CH2:30]1[O:31][CH2:32][CH2:33][CH2:34]1.[CH3:11][O:12][N:13]([C:14](=[O:15])[CH:16]1[CH2:17][N:18]([C:22](=[O:23])[O:24][C:25]([CH3:26])([CH3:27])[CH3:28])[CH2:19][CH2:20][CH2:21]1)[CH3:29].[Mg:10]>>[c:2]1([C:14](=[O:15])[CH:16]2[CH2:17][N:18]([C:22](=[O:23])[O:24][C:25]([CH3:26])([CH3:27])[CH3:28])[CH2:19][CH2:20][CH2:21]2)[cH:3][c:4]([Cl:9])[cH:5][c:6]([F:8])[cH:7]1. Starting materials: C(C1=CC=CC=C1)Br (Benzyl bromide), ClC1=NC=C(C(=C1)N)C#CC(C)C (2-chloro-5-(3-methylbut-1-ynyl)pyridin-4-amine), ClC1=NC=C(C(=C1)N)C#CC(C)C (2-chloro-5-(3-methylbut-1-ynyl)pyridin-4-amine), CC(C)(C)[O-].[K+] (KOtBu). The solvent is C1CCOC1 (THF), CN(C)C=O (DMF), CN1CCCC1=O (NMP). Reaction conditions: temperature 160 celsius, time 6 hour. Yields the product C(C1=CC=CC=C1)N1C(=CC=2C=NC(=CC21)Cl)C(C)C (1-Benzyl-6-chloro-2-isopropyl-1H-pyrrolo[3,2-c]pyridine). RXN SMILES: [Cl:1][C:2]1[CH:7]=[C:6]([NH2:8])[C:5]([C:9]#[C:10][CH:11]([CH3:13])[CH3:12])=[CH:4][N:3]=1.CC([O-])(C)C.[K+].[CH2:20](Br)[C:21]1[CH:26]=[CH:25][CH:24]=[CH:23][CH:22]=1>CN1C(=O)CCC1.C1COCC1.CN(C=O)C>[CH2:20]([N:8]1[C:6]2[CH:7]=[C:2]([Cl:1])[N:3]=[CH:4][C:5]=2[CH:9]=[C:10]1[CH:11]([CH3:13])[CH3:12])[C:21]1[CH:26]=[CH:25][CH:24]=[CH:23][CH:22]=1 |f:1.2|. Reported procedure: To a solution of 2-chloro-5-(3-methylbut-1-ynyl)pyridin-4-amine (Compound 12, 0.82 g, 4.2 mmol) in NMP (10 ml) was added KOtBu (2.40 g, 21 mmol). The mixture was stirred at 160° C. for 6 h and was cooled to room temperature, diluted with THF (10 ml) and DMF (15 ml). Benzyl bromide (0.50 ml, 4.2 mmol) was added. The mixture was stirred at room temperature for 16 h and was quenched with H2O, extracted with EtOAc (×2). The combined organic layer was washed with brine, dried over Na2SO4, and concent...